The task is: describe an organic reaction: reactants, conditions, products, and yield. This data is from the Open Reaction Database (ORD), a public repository of structured organic reaction records. The reactants are C(N)(=N)C1=CC=C(C=C1)N1N(C(=C(C1=O)C(=O)N1CCC(CC1)OCC(=O)OCC)C1=CC=C(C=C1)C(C)(C)C)C (1-(4-amidinophenyl)-3-(4-t-butylphenyl)-4-{[4-(ethoxycarbonylmethyloxy)-1-piperidinyl]carbonyl}-2-methyl-2H-pyrazol-5-one), [OH-].[Na+] (sodium hydroxide), Cl (hydrochloric acid). Solvent: C(C)O (ethanol). Run at time 1 hour. Product: Cl.C(N)(=N)C1=CC=C(C=C1)N1N(C(=C(C1=O)C(=O)N1CCC(CC1)OCC(=O)O)C1=CC=C(C=C1)C(C)(C)C)C (1-(4-amidinophenyl)-3-(4-t-butylphenyl)-4-([4-(carboxymethyloxy)-1-piperidinyl]carbonyl}-2-methyl-2H-pyrazol-5-one hydrochloride). RXN SMILES: [C:1]([C:4]1[CH:9]=[CH:8][C:7]([N:10]2[C:14](=[O:15])[C:13]([C:16]([N:18]3[CH2:23][CH2:22][CH:21]([O:24][CH2:25][C:26]([O:28]CC)=[O:27])[CH2:20][CH2:19]3)=[O:17])=[C:12]([C:31]3[CH:36]=[CH:35][C:34]([C:37]([CH3:40])([CH3:39])[CH3:38])=[CH:33][CH:32]=3)[N:11]2[CH3:41])=[CH:6][CH:5]=1)(=[NH:3])[NH2:2].[OH-].[Na+].[ClH:44]>C(O)C>[ClH:44].[C:1]([C:4]1[CH:5]=[CH:6][C:7]([N:10]2[C:14](=[O:15])[C:13]([C:16]([N:18]3[CH2:19][CH2:20][CH:21]([O:24][CH2:25][C:26]([OH:28])=[O:27])[CH2:22][CH2:23]3)=[O:17])=[C:12]([C:31]3[CH:36]=[CH:35][C:34]([C:37]([CH3:39])([CH3:38])[CH3:40])=[CH:33][CH:32]=3)[N:11]2[CH3:41])=[CH:8][CH:9]=1)(=[NH:2])[NH2:3] |f:1.2,5.6|. Reported procedure: A mixture of 100 mg of 1-(4-amidinophenyl)-3-(4-t-butylphenyl)-4-{[4-(ethoxycarbonylmethyloxy)-1-piperidinyl]carbonyl}-2-methyl-2H-pyrazol-5-one, 0.36 ml of 1N aqueous sodium hydroxide and 0.72 ml of ethanol was stirred at room temperature for 1 hour, and the reaction solution was adjusted to pH 3 with dilute hydrochloric acid. The solvent was removed by evaporation under reduced pressure. The resulting residue was recrystallized in water to give 70.7 mg of the title compound as colorless crysta... The reactants are N1(CCCCC1)CC=1C=C(OCCCC(=O)OCC)C=CC1 (ethyl 4-(3-piperidinomethylphenoxy)butyrate), ester, OC=1C=C(CN2CCCCC2)C=CC1 (N-3-hydroxybenzylpiperidine), BrCCCC(=O)OCC (ethyl 4-bromobutyrate), [OH-].[K+] (potassium hydroxide), Cl (Hydrochloric acid). Solvent: industrial methylated spirit, O (water). The product is N1(CCCCC1)CC=1C=C(OCCCC(=O)O)C=CC1 (4-(3-piperidinomethylphenoxy)butyric acid). Reaction SMILES: [N:1]1([CH2:7][C:8]2[CH:9]=[C:10]([CH:20]=[CH:21][CH:22]=2)[O:11][CH2:12][CH2:13][CH2:14][C:15]([O:17]CC)=[O:16])[CH2:6][CH2:5][CH2:4][CH2:3][CH2:2]1.OC1C=C(C=CC=1)CN1CCCCC1.BrCCCC(OCC)=O.[OH-].[K+].Cl>O>[N:1]1([CH2:7][C:8]2[CH:9]=[C:10]([CH:20]=[CH:21][CH:22]=2)[O:11][CH2:12][CH2:13][CH2:14][C:15]([OH:17])=[O:16])[CH2:2][CH2:3][CH2:4][CH2:5][CH2:6]1 |f:3.4|. Procedure: In a similar manner to that described above in Example 17 ethyl 4-(3-piperidinomethylphenoxy)butyrate (b.p. 190°-200° C./0.005 mm Hg) was prepared from N-3-hydroxybenzylpiperidine and ethyl 4-bromobutyrate. The resulting ester (21.4 g) was then hydrolysed by heating under reflux with potassium hydroxide (3.6 g), water (210 ml) and industrial methylated spirit (210 ml) for 30 minutes. 5N Hydrochloric acid (13.7 ml) was then added and the solvent removed by evaporation in vacuo. The residue was dr... Starting materials: CCOC(=O)C.CCO (EtOAc EtOH), P(O)(=O)(OP(=O)(O)O)OC[C@@H]1[C@H]([C@H]([C@@H](O1)N1C(=O)NC(=O)C(=C1)C1=CC=C(C=C1)OC)O)O (5-(4-Methoxyphenyl)uridine-5′-diphosphate). Solvent: C1CCCCC1.CCOC(=O)C (cyclohexane EtOAc). The product is C(C)OCC.CC(C)(C)O (Diethylether tBuOH). Reaction SMILES: [CH3:1][CH2:2][O:3][C:4]([CH3:6])=O.[CH3:7]CO.P(OC[C@H]1O[C@@H](N2C=C(C3C=[CH:37][C:36]([O:39]C)=[CH:35]C=3)C(=O)NC2=O)[C@H](O)[C@@H]1O)(OP(O)(O)=O)(=O)O>C1CCCCC1.CCOC(C)=O>[CH2:2]([O:3][CH2:4][CH3:6])[CH3:1].[CH3:35][C:36]([OH:39])([CH3:7])[CH3:37] |f:0.1,3.4,5.6|. Reported procedure: Under a nitrogen atmosphere, a solution of 4 (274 mg, 0.67 mmol), n-Bu3SnCl (57 μL, 0.21 mmol, 0.3 equiv.), NaBH3CN (95% grade, 65 mg, 1.04 mmol, 1.5 equiv.), diethyl vinylphosphonate (1.1 mL, 6.91 mmol, 10 equiv.), ABCN (110 mg, 0.45 mmol, 0.67 equiv.), and tert-butanol (0.65 mL, 6.91 mmol, 10 equiv.) in diethylether (5 mL) was stirred at reflux temperature (35° C.). After 4 days, TLC (cyclohexane/EtOAc 1:1) showed complete consumption of the starting material and the formation of two new speci... The reactants are FC1=C(C=C(C=C1)F)CC(C)NC1=C(C(NC=C1)=O)C1=NC=2C(=CC=3C(N(C(C3C2)=O)C(C)C)=O)N1 (2-(4-((1-(2,5-Difluorophenyl)propan-2-yl)amino)-2-oxo-1,2-dihydropyridin-3-yl)-6-isopropylimidazo[4,5-f]isoindole-5,7(1H,6H)-dione). The reagents and catalysts are [Zn] (zinc). Solvent: C(C)(=O)O (acetic acid). Product: FC1=C(C=C(C=C1)F)CC(C)NC1=C(C(NC=C1)=O)C1=NC=2C(=CC=3CN(C(C3C2)=O)C(C)C)N1 (2-(4-((1-(2,5-Difluorophenyl)propan-2-yl)amino)-2-oxo-1,2-dihydropyridin-3-yl)-6-isopropyl-6,7-dihydroimidazo[4,5-f]isoindol-5(1H)-one). RXN SMILES: [F:1][C:2]1[CH:7]=[CH:6][C:5]([F:8])=[CH:4][C:3]=1[CH2:9][CH:10]([NH:12][C:13]1[CH:18]=[CH:17][NH:16][C:15](=[O:19])[C:14]=1[C:20]1[NH:36][C:23]2=[CH:24][C:25]3[C:26](=[O:35])[N:27]([CH:32]([CH3:34])[CH3:33])[C:28](=O)[C:29]=3[CH:30]=[C:22]2[N:21]=1)[CH3:11]>C(O)(=O)C.[Zn]>[F:1][C:2]1[CH:7]=[CH:6][C:5]([F:8])=[CH:4][C:3]=1[CH2:9][CH:10]([NH:12][C:13]1[CH:18]=[CH:17][NH:16][C:15](=[O:19])[C:14]=1[C:20]1[NH:21][C:22]2=[CH:30][C:29]3[CH2:28][N:27]([CH:32]([CH3:34])[CH3:33])[C:26](=[O:35])[C:25]=3[CH:24]=[C:23]2[N:36]=1)[CH3:11]. Procedure details: 2-(4-((1-(2,5-Difluorophenyl)propan-2-yl)amino)-2-oxo-1,2-dihydropyridin-3-yl)-6-isopropylimidazo[4,5-f]isoindole-5,7(1H,6H)-dione (0.115 g) and zinc powder (0.290 g) were suspended in acetic acid (10 mL). The reaction mixture was stirred and heated to reflux overnight under argon. Then, the solvent was removed under reduced pressure. The residue solid was stirred in 100 mL of saturated K2CO3 solution. The white solid was filtered out, dried under vacuum and extracted with CH2Cl2/MeOH (7/3 v/v) ... The reactants are C(C)(C)(C)OC(N(C)C(C(=O)NC1=NC(=C(C=C1)Br)C#CC=1C=C2C=CN=CC2=CC1)C)=O (tert-butyl-N-[1-[[5-bromo-6-(2-isoquinolin-6-ylethynyl)pyridin-2-yl]amino]-1-oxopropan-2-yl]-N-methylcarbamate), CC1=NOC(=C1B(O)O)C ((3,5-dimethyl-1,2-oxazol-4-yl)boronic acid), [F-].[Cs+] (CsF), F[B-](F)(F)F.C(C)(C)(C)[PH+](C(C)(C)C)C(C)(C)C (tri-tert-butylphosphonium tetrafluoroborate). The solvent is O1CCOCC1 (dioxane), C(Cl)Cl (DCM). Conditions: temperature 50 celsius, time 2 hour. Product: C(C)(C)(C)OC(N(C)C(C(=O)NC1=NC(=C(C=C1)C=1C(=NOC1C)C)C#CC=1C=C2C=CN=CC2=CC1)C)=O (tert-butyl-N-[1-[[5-(3,5-dimethyl-1,2-oxazol-4-yl)-6-(2-isoquinolin-6-ylethynyl)pyridin-2-yl]amino]-1-oxopropan-2-yl]-N-methylcarbamate). Reaction SMILES: [C:1]([O:5][C:6](=[O:33])[N:7]([CH:9]([CH3:32])[C:10]([NH:12][C:13]1[CH:18]=[CH:17][C:16](Br)=[C:15]([C:20]#[C:21][C:22]2[CH:23]=[C:24]3[C:29](=[CH:30][CH:31]=2)[CH:28]=[N:27][CH:26]=[CH:25]3)[N:14]=1)=[O:11])[CH3:8])([CH3:4])([CH3:3])[CH3:2].[CH3:34][C:35]1[C:39](B(O)O)=[C:38]([CH3:43])[O:37][N:36]=1.[F-].[Cs+].F[B-](F)(F)F.C([PH+](C(C)(C)C)C(C)(C)C)(C)(C)C>C(Cl)Cl.O1CCOCC1>[C:1]([O:5][C:6](=[O:33])[N:7]([CH:9]([CH3:32])[C:10]([NH:12][C:13]1[CH:18]=[CH:17][C:16]([C:39]2[C:35]([CH3:34])=[N:36][O:37][C:38]=2[CH3:43])=[C:15]([C:20]#[C:21][C:22]2[CH:23]=[C:24]3[C:29](=[CH:30][CH:31]=2)[CH:28]=[N:27][CH:26]=[CH:25]3)[N:14]=1)=[O:11])[CH3:8])([CH3:4])([CH3:3])[CH3:2] |f:2.3,4.5|. Reported procedure: A mixture of tert-butyl-N-[1-[[5-bromo-6-(2-isoquinolin-6-ylethynyl)pyridin-2-yl]amino]-1-oxopropan-2-yl]-N-methylcarbamate C2b (300 mg, 0.59 mmol), (3,5-dimethyl-1,2-oxazol-4-yl)boronic acid (166 mg, 1.18 mmol), CsF (358 mg, 2.36 mmol) tris-(dibenzylideneacetone)dipalladium(0) (41 mg, 0.06 mmol), tri-tert-butylphosphonium tetrafluoroborate (34 mg, 0.12 mmol) and dioxane (4.5 ml) is stirred under argon atmosphere at 50° C. for 2 h. The mixture is diluted with DCM and extracted with a saturated a...